Dataset: the Open Reaction Database (ORD), a public repository of structured organic reaction records. Task: describe an organic reaction: reactants, conditions, products, and yield Starting materials: C(=CC1=CC=CC=C1)C1=CC=NC=C1 (4-styrylpyridine), C1=CN=CC=2C3=CC=CC=C3CC12 (3-azafluorene). The product is N1=CC=C(C=C1)CC1(C2=CC=CC=C2C=2C=NC=CC12)CC1=CC=NC=C1 (9,9-bis(4-pyridinylmethyl)-3-azafluorene). Reaction SMILES: [CH:1]([C:9]1[CH:14]=[CH:13][N:12]=[CH:11][CH:10]=1)=[CH:2][C:3]1[CH:8]=[CH:7][CH:6]=[CH:5][CH:4]=1.[CH:15]1[C:27]2[CH2:26]C3C(=CC=CC=3)[C:19]=2[CH:18]=[N:17][CH:16]=1>>[N:12]1[CH:11]=[CH:10][C:9]([CH2:1][C:2]2([CH2:26][C:27]3[CH:15]=[CH:16][N:17]=[CH:18][CH:19]=3)[C:9]3[CH:14]=[CH:13][N:12]=[CH:11][C:10]=3[C:8]3[C:3]2=[CH:4][CH:5]=[CH:6][CH:7]=3)=[CH:14][CH:13]=1. Reported procedure: Following the photocyclization conditions described above, 4-styrylpyridine (169) may be converted to 3-azafluorene (170) and alkylated to yield the target 9,9-bis(4-pyridinylmethyl)-3-azafluorene (171) (Scheme 70). ##STR90## Reactants: CC(C)(C)OC(=O)c1ccccc1-c1ccc(Cn2c(CO)nc3ccccc32)cc1, O=C(O)C(F)(F)F. Product: O=C(O)c1ccccc1-c1ccc(Cn2c(CO)nc3ccccc32)cc1. RXN SMILES: [OH:1][CH2:2][c:3]1[n:4][c:5]2[c:6]([n:7]1[CH2:8][c:9]1[cH:10][cH:11][c:12](-[c:15]3[c:16]([C:21](=[O:22])[O:23][C:24]([CH3:25])([CH3:26])[CH3:27])[cH:17][cH:18][cH:19][cH:20]3)[cH:13][cH:14]1)[cH:28][cH:29][cH:30][cH:31]2.[OH:32][C:33]([C:34]([F:35])([F:36])[F:37])=[O:38]>>[OH:1][CH2:2][c:3]1[n:4][c:5]2[c:6]([n:7]1[CH2:8][c:9]1[cH:10][cH:11][c:12](-[c:15]3[c:16]([C:21](=[O:22])[OH:23])[cH:17][cH:18][cH:19][cH:20]3)[cH:13][cH:14]1)[cH:28][cH:29][cH:30][cH:31]2.